This data is from the Open Reaction Database (ORD), a public repository of structured organic reaction records. The task is: describe an organic reaction: reactants, conditions, products, and yield Starting materials: N1CCC(C(=O)OCC)CC1 (ethyl isonipecotate), CC1=C(C=CC=C1C)Br (2,3-dimethylbromobenzene), aryl halide, OC1CCNCC1 (4-hydroxypiperidine), secondary amine. Yields the product CC1=C(C=CC=C1C)N1CCC(CC1)C(=O)N1CCC(CC1)O ([1-(2,3-Dimethyl-phenyl)-piperidin-4-yl]-(4-hydroxy-piperidin-1-yl)-methanone). RXN SMILES: [NH:1]1[CH2:11][CH2:10][CH:4]([C:5]([O:7]CC)=O)[CH2:3][CH2:2]1.[CH3:12][C:13]1[C:18]([CH3:19])=[CH:17][CH:16]=[CH:15][C:14]=1Br.[OH:21][CH:22]1[CH2:27][CH2:26][NH:25][CH2:24][CH2:23]1>>[CH3:12][C:13]1[C:18]([CH3:19])=[CH:17][CH:16]=[CH:15][C:14]=1[N:1]1[CH2:2][CH2:3][CH:4]([C:5]([N:25]2[CH2:26][CH2:27][CH:22]([OH:21])[CH2:23][CH2:24]2)=[O:7])[CH2:10][CH2:11]1. Reported procedure: The title compound was prepared from commercially available ethyl isonipecotate, 2,3-dimethylbromobenzene as the aryl halide, and 4-hydroxypiperidine as the secondary amine utilizing general procedures A and B described above. 1H NMR (300 MHz, CDCl3) δ 7.06 (d, J=7.7 Hz, 1H), 6.90 (d, J=7.7 Hz, 2H), 4.12 (m, 1H), 3.96 (m, 1H), 3.83 (m, 1H), 3.33-3.13 (m, 4H), 2.70-2.61 (m, 3H), 2.27 (s, 3H), 2.22 (s, 3H), 2.12-1.43 (m, 8H). ESI MS: 317.4 (MH+). Reactants: CC(=O)OCCSC(F)(F)C1(c2ccc(F)cc2F)CO1, O=C([O-])[O-], CCOCC, [K+], [K+], CN(C)C=O, c1nc[nH]n1. The product is CC(=O)OCCSC(F)(F)C(O)(Cn1cncn1)c1ccc(F)cc1F. Reaction SMILES: [C:1]([CH3:2])(=[O:3])[O:4][CH2:5][CH2:6][S:7][C:8]([C:9]1([c:12]2[c:13]([F:19])[cH:14][c:15]([F:18])[cH:16][cH:17]2)[CH2:10][O:11]1)([F:20])[F:21].[C:27](=[O:28])([O-:29])[O-:30].[CH2:38]([O:39][CH2:40][CH3:41])[CH3:42].[K+:31].[K+:32].[O:33]=[CH:34][N:35]([CH3:36])[CH3:37].[nH:22]1[n:23][cH:24][n:25][cH:26]1>>[C:1]([CH3:2])(=[O:3])[O:4][CH2:5][CH2:6][S:7][C:8]([C:9]([CH2:10][n:22]1[n:23][cH:24][n:25][cH:26]1)([OH:11])[c:12]1[c:13]([F:19])[cH:14][c:15]([F:18])[cH:16][cH:17]1)([F:20])[F:21]. The reactants are CC(C)(C)Cn1c(CN2C(=O)CN(C(=O)OC(C)(C)C)CC2=O)cc2cnc(C#N)nc21, ClCCl, O=C(O)C(F)(F)F. Yields the product CC(C)(C)Cn1c(CN2C(=O)CNCC2=O)cc2cnc(C#N)nc21. RXN SMILES: [C:1]([O:2][C:3](=[O:4])[N:8]1[CH2:9][C:10](=[O:32])[N:11]([CH2:15][c:16]2[cH:17][c:18]3[c:19]([n:20][c:21]([C:24]#[N:25])[n:22][cH:23]3)[n:26]2[CH2:27][C:28]([CH3:29])([CH3:30])[CH3:31])[C:12](=[O:14])[CH2:13]1)([CH3:5])([CH3:6])[CH3:7].[Cl:40][CH2:41][Cl:42].[F:33][C:34]([F:35])([F:36])[C:37]([OH:38])=[O:39]>>[NH:8]1[CH2:9][C:10](=[O:32])[N:11]([CH2:15][c:16]2[cH:17][c:18]3[c:19]([n:20][c:21]([C:24]#[N:25])[n:22][cH:23]3)[n:26]2[CH2:27][C:28]([CH3:29])([CH3:30])[CH3:31])[C:12](=[O:14])[CH2:13]1. The reactants are CO (methanol), C(C(C)C)[Si](OC)(OC)OC (isobutyltrimethoxy silane), solution, C1(CCCCC1)[Mg]Cl (cyclohexylmagnesiumchloride). The solvent is C(C)OCC (diethylether), CCOCC (ether). Product: C(C(C)C)[Si](OC)(OC)C1CCCCC1 (isobutylcyclohexyldimethoxysilane). RXN SMILES: [CH2:1]([Si:5](OC)([O:8][CH3:9])[O:6][CH3:7])[CH:2]([CH3:4])[CH3:3].[CH:12]1([Mg]Cl)[CH2:17][CH2:16][CH2:15][CH2:14][CH2:13]1.CO>C(OCC)C>[CH2:1]([Si:5]([CH:12]1[CH2:17][CH2:16][CH2:15][CH2:14][CH2:13]1)([O:8][CH3:9])[O:6][CH3:7])[CH:2]([CH3:4])[CH3:3]. Procedure details: Under an inert gas, 152.0 g isobutyltrimethoxy silane (0.85 mol) was dissolved in 50 ml diethylether. While stirring, 667 ml of a 1.5 molar solution of cyclohexylmagnesiumchloride in ether was added dropwise to the solution at a rate to maintain a moderate reflux. At the end of the addition, the reaction was continued under reflux for several hours. After cooling the reaction mixture, 4.8 g methanol (0.15 mol) was added, stirred for a few minutes and then the resulting precipitate was removed by... Solvent: C1CCOC1.O (THF water). Reported procedure: tert-butyl 1,3,4,6-tetrahydro-5H-azepino[5,4,3-cd]indole-5-carboxylate, Intermediate 12 (100 mg, 0.37 mmol) and 2,3-dichloro-5,6-dicyano-1,4-benzoquinone (DDQ) (167 mg, 0.73 mmol) in THF/water 9/1 (8 ml) was stirred under N2 over night at room temperature. The compound was purified on a Biotage preparative flash column eluting with 15-100% EtOAc in petroleum ether 40-65° C. Obtained 58 mg of the title compound. MS (ESI+) m/z 231 [M+H-isobutene]+. The product is O=C1CN(CC=2C=3C1=CNC3C=CC2)C(=O)OC(C)(C)C (tert-Butyl 3-oxo-1,3,4,6-tetrahydro-5H-azepino[5,4,3-cd]indole-5-carboxylate). Reactants: N1C=C2C=3C(=CC=CC13)CN(CC2)C(=O)OC(C)(C)C (tert-butyl 1,3,4,6-tetrahydro-5H-azepino[5,4,3-cd]indole-5-carboxylate), Intermediate 12, ClC=1C(C(=C(C(C1Cl)=O)C#N)C#N)=O (2,3-dichloro-5,6-dicyano-1,4-benzoquinone). Reaction SMILES: [NH:1]1[C:9]2[CH:8]=[CH:7][CH:6]=[C:5]3[CH2:10][N:11]([C:14]([O:16][C:17]([CH3:20])([CH3:19])[CH3:18])=[O:15])[CH2:12][CH2:13][C:3]([C:4]=23)=[CH:2]1.ClC1C(=O)C(C#N)=C(C#N)C(=[O:29])C=1Cl>C1COCC1.O>[O:29]=[C:13]1[C:3]2=[CH:2][NH:1][C:9]3[CH:8]=[CH:7][CH:6]=[C:5]([C:4]=32)[CH2:10][N:11]([C:14]([O:16][C:17]([CH3:20])([CH3:19])[CH3:18])=[O:15])[CH2:12]1 |f:2.3|. Starting materials: grignard reagent, BrCCCCCOC1OCCCC1 (2-(5-Bromo-pentyloxy)-tetrahydro-pyran), [Mg] (magnesium). Yields the product [Mg].BrCCCCCOC1OCCCC1 (2-(5-Bromo-pentyloxy)-tetrahydro-pyran magnesium). Reaction SMILES: [Br:1][CH2:2][CH2:3][CH2:4][CH2:5][CH2:6][O:7][CH:8]1[CH2:13][CH2:12][CH2:11][CH2:10][O:9]1.[Mg:14]>>[Mg:14].[Br:1][CH2:2][CH2:3][CH2:4][CH2:5][CH2:6][O:7][CH:8]1[CH2:13][CH2:12][CH2:11][CH2:10][O:9]1 |f:2.3|. Reported procedure: The title compound, a grignard reagent, was prepared from 2-(5-Bromo-pentyloxy)-tetrahydro-pyran by reaction with magnesium. The reactants are O=C1NC(C=C1C[C@@H](C(=O)OC(C)(C)C)NC(=O)OC(C)(C)C)=O (tert-Butyl(S)-2,5-Dihydro-2,5-dioxo-α-[(tert-butoxycarbonyl) amino]-1H-pyrrole-3-propanoate). Solvent: C(F)(F)(F)C(=O)O (CF3CO2H). Reaction conditions: time 8 hour. The product is O=C1NC(C=C1C[C@@H](C(=O)O)N)=O ((S)-2,5-Dihydro-2,5-dioxo-α-amino-1H-pyrrole-3-propanoic Acid). The yield is 83.5%. As a reaction SMILES: [O:1]=[C:2]1[C:6]([CH2:7][C@H:8]([NH:16]C(OC(C)(C)C)=O)[C:9]([O:11]C(C)(C)C)=[O:10])=[CH:5][C:4](=[O:24])[NH:3]1>C(C(O)=O)(F)(F)F>[O:1]=[C:2]1[C:6]([CH2:7][C@H:8]([NH2:16])[C:9]([OH:11])=[O:10])=[CH:5][C:4](=[O:24])[NH:3]1. Procedure details: Compound 11 (0.4 g, 1.17 mmol) was dissolved in CF3CO2H and the mixture was stirred at room temperature overnight. The excess CF3CO2H was evaporated under vacuum and the resulting residue was chromatographed on a cationexchange column (AG 50W-X8) with water as the eluting solvent. The fractions containing the product were lyophilized to give 0.18 g (83%) of 2 as a white solid: mp 142° C. dec; [α]D +5° (c 0.5, H2O); 1H NMR (300 MHz, D2O) δ 3.1-3.2 (m, 2 H, CH2), 4.42-4.48 (m, 1 H, α-CH), 6.76 (s,... Starting materials: COCCOC (DME), Si-Thiol, BrC=1C(=NC=C(C(=O)NC2=CC=C(C=C2)OC(F)(F)F)C1)N(C)CCO (5-Bromo-6-((2-hydroxyethyl)(methyl)amino)-N-(4-(trifluoromethoxy)phenyl)nicotinamide), N1=CN=CC(=C1)B(O)O (pyrimidin-5-ylboronic acid), C(=O)([O-])[O-].[Na+].[Na+] (Na2CO3). Reagents/catalysts: Cl[Pd]([P](C1=CC=CC=C1)(C2=CC=CC=C2)C3=CC=CC=C3)([P](C4=CC=CC=C4)(C5=CC=CC=C5)C6=CC=CC=C6)Cl (Pd(PPh3)2Cl2). Run in CCO (EtOH), O (water). Product: OCCN(C1=NC=C(C(=O)NC2=CC=C(C=C2)OC(F)(F)F)C=C1C=1C=NC=NC1)C (6-((2-Hydroxyethyl)(methyl)amino)-5-(pyrimidin-5-yl)-N-(4-(trifluoromethoxy)phenyl)nicotinamide). RXN SMILES: Br[C:2]1[C:3]([N:22]([CH2:24][CH2:25][OH:26])[CH3:23])=[N:4][CH:5]=[C:6]([CH:21]=1)[C:7]([NH:9][C:10]1[CH:15]=[CH:14][C:13]([O:16][C:17]([F:20])([F:19])[F:18])=[CH:12][CH:11]=1)=[O:8].[N:27]1[CH:32]=[C:31](B(O)O)[CH:30]=[N:29][CH:28]=1.C([O-])([O-])=O.[Na+].[Na+].COCCOC>Cl[Pd](Cl)([P](C1C=CC=CC=1)(C1C=CC=CC=1)C1C=CC=CC=1)[P](C1C=CC=CC=1)(C1C=CC=CC=1)C1C=CC=CC=1.CCO.O>[OH:26][CH2:25][CH2:24][N:22]([CH3:23])[C:3]1[C:2]([C:31]2[CH:32]=[N:27][CH:28]=[N:29][CH:30]=2)=[CH:21][C:6]([C:7]([NH:9][C:10]2[CH:15]=[CH:14][C:13]([O:16][C:17]([F:20])([F:19])[F:18])=[CH:12][CH:11]=2)=[O:8])=[CH:5][N:4]=1 |f:2.3.4,^1:50,69|. Procedure details: 5-Bromo-6-((2-hydroxyethyl)(methyl)amino)-N-(4-(trifluoromethoxy)phenyl)nicotinamide (Stage 151.1, 59 mg, 0.136 mmol), pyrimidin-5-ylboronic acid (33.7 mg, 0.272 mmol), Pd(PPh3)2Cl2 (9.54 mg, 0.014 mmol) and Na2CO3 (57.6 mg, 0.544 mmol) were added to a MW vial and treated with a mixture of DME (576 μL), water (165 μL) and EtOH (82 μL). The vial was sealed, evacuated/purged with argon and subjected to MW irradiation at 125° C. for 20 min, diluted with DME (3 mL) and treated with Si-Thiol (Silicyc... RXN SMILES: [CH2:1]([NH:3][C:4](=[O:25])[NH:5][C:6]1[CH:11]=[CH:10][C:9]([CH2:12][CH2:13][C:14]2[N:15]=[C:16]3[CH:21]=[C:20]([CH3:22])[CH:19]=[CH:18][N:17]3[CH:23]=2)=[CH:8][C:7]=1O)[CH3:2].C(=O)([O-])[O-].[K+].[K+]>C(OCC)(=O)C.O1CCCC1.O>[CH3:22][C:20]1[CH:19]=[CH:18][N:17]2[CH:23]=[C:14]([CH2:13][CH2:12][C:9]3[CH:10]=[CH:11][C:6]4[N:5]=[C:4]([NH:3][CH2:1][CH3:2])[O:25][C:7]=4[CH:8]=3)[N:15]=[C:16]2[CH:21]=1 |f:1.2.3|. Yield: 8.5%. Product: CC1=CC=2N(C=C1)C=C(N2)CCC2=CC1=C(N=C(O1)NCC)C=C2 (6-[2-(7-methylimidazo[1,2-a]pyridin-2-yl)ethyl]-2-ethylaminobenzoxazole). Conditions: time 1 hour. Run in C(C)(=O)OCC (ethyl acetate), O1CCCC1 (tetrahydrofuran), O (water). The reactants are C([O-])([O-])=O.[K+].[K+] (potassium carbonate), C(C)NC(NC1=C(C=C(C=C1)CCC=1N=C2N(C=CC(=C2)C)C1)O)=O (2-[2-{4-(3-ethylureido)-3-hydroxyphenyl}ethyl]-7-methylimidazo[1,2-a]pyridine), polyphosphate ester, resultant solution. Reported procedure: A mixture of 2-[2-{4-(3-ethylureido)-3-hydroxyphenyl}ethyl]-7-methylimidazo[1,2-a]pyridine (17.5 g) and polyphosphate ester (170 g) was stirred at 110° to 120° C. for one hour. The reaction mixture was dissolved in a mixture of ethyl acetate, tetrahydrofuran and water and the resultant solution was adjusted to pH 8.0 with potassium carbonate. The separated organic layer was washed with brine and dried over magnesium sulfate. The crude product obtained by concentration was purified by alumina col... The reactants are FC=1C(=CC(=NC1)OC)C1=C(C=C(C=C1)OCC1=CC=C(C=C1)OC)C(C(C)(C)C)=O (1-(2-(5-fluoro-2-methoxypyridin-4-yl)-5-((4-methoxybenzyl)oxy)phenyl)-2,2-dimethylpropan-1-one), [BH4-].[Na+] (sodium borohydride), [Cl-].[NH4+] (ammonium chloride). Solvent: CO (methanol). Reaction conditions: time 30 minute. Yields the product FC=1C(=CC(=NC1)OC)C1=C(C=C(C=C1)OCC1=CC=C(C=C1)OC)C(C(C)(C)C)O (1-(2-(5-fluoro-2-methoxypyridin-4-yl)-5-((4-methoxybenzyl)oxy)phenyl)-2,2-dimethylpropan-1-ol). Yield: 94.0%. Reaction SMILES: [F:1][C:2]1[C:3]([C:10]2[CH:15]=[CH:14][C:13]([O:16][CH2:17][C:18]3[CH:23]=[CH:22][C:21]([O:24][CH3:25])=[CH:20][CH:19]=3)=[CH:12][C:11]=2[C:26](=[O:31])[C:27]([CH3:30])([CH3:29])[CH3:28])=[CH:4][C:5]([O:8][CH3:9])=[N:6][CH:7]=1.[BH4-].[Na+].[Cl-].[NH4+]>CO>[F:1][C:2]1[C:3]([C:10]2[CH:15]=[CH:14][C:13]([O:16][CH2:17][C:18]3[CH:23]=[CH:22][C:21]([O:24][CH3:25])=[CH:20][CH:19]=3)=[CH:12][C:11]=2[CH:26]([OH:31])[C:27]([CH3:29])([CH3:28])[CH3:30])=[CH:4][C:5]([O:8][CH3:9])=[N:6][CH:7]=1 |f:1.2,3.4|. Procedure details: To a solution of 1-(2-(5-fluoro-2-methoxypyridin-4-yl)-5-((4-methoxybenzyl)oxy)phenyl)-2,2-dimethylpropan-1-one (270 mg) in methanol (5 mL) was added sodium borohydride (50 mg), and the mixture was stirred at room temperature for 30 min. To the reaction mixture was added saturated aqueous ammonium chloride solution, and the mixture was extracted with ethyl acetate. The extract was washed with water and saturated brine, and dried over anhydrous sodium sulfate. The solvent was evaporated under red...